From a dataset of the Open Reaction Database (ORD), a public repository of structured organic reaction records. describe an organic reaction: reactants, conditions, products, and yield The reactants are CC1(OC2=C(C3=C1CCC3)C(=CC(=C2)C(CCC)(C)C2=CC=CC=C2)O)C (4,4-dimethyl-9-hydroxy-7-(phenyl-1-methylbutyl)-1,2,3,4-tetrahydrocyclopenta[c][1]benzopyran), Cl.O1CCN(CC1)CCCC(=O)O (γ-morpholinobutyric acid hydrochloride), C1(CCCCC1)N=C=NC1CCCCC1 (dicyclohexylcarbodiimide). Solvent: C(Cl)Cl (methylene chloride). The product is Cl.CC1(OC2=C(C3=C1CCC3)C(=CC(=C2)C(CCC)(C)C2=CC=CC=C2)OC(CCCN2CCOCC2)=O)C (4,4-Dimethyl-9-[4-(morpholino)butyryloxy]-7-(phenyl-1-methylbutyl)-1,2,3,4-tetrahydrocyclopenta[c][1]benzopyran hydrochloride). As a reaction SMILES: [CH3:1][C:2]1([CH3:27])[C:7]2[CH2:8][CH2:9][CH2:10][C:6]=2[C:5]2[C:11]([OH:26])=[CH:12][C:13]([C:15]([C:20]3[CH:25]=[CH:24][CH:23]=[CH:22][CH:21]=3)([CH3:19])[CH2:16][CH2:17][CH3:18])=[CH:14][C:4]=2[O:3]1.[ClH:28].[O:29]1[CH2:34][CH2:33][N:32]([CH2:35][CH2:36][CH2:37][C:38](O)=[O:39])[CH2:31][CH2:30]1.C1(N=C=NC2CCCCC2)CCCCC1>C(Cl)Cl>[ClH:28].[CH3:27][C:2]1([CH3:1])[C:7]2[CH2:8][CH2:9][CH2:10][C:6]=2[C:5]2[C:11]([O:26][C:38](=[O:39])[CH2:37][CH2:36][CH2:35][N:32]3[CH2:31][CH2:30][O:29][CH2:34][CH2:33]3)=[CH:12][C:13]([C:15]([C:20]3[CH:25]=[CH:24][CH:23]=[CH:22][CH:21]=3)([CH3:19])[CH2:16][CH2:17][CH3:18])=[CH:14][C:4]=2[O:3]1 |f:1.2,5.6|. Procedure: 1.0 g. (3.5 mmoles) of 4,4-dimethyl-9-hydroxy-7-(phenyl-1-methylbutyl)-1,2,3,4-tetrahydrocyclopenta[c][1]benzopyran, 0.76 g. (3.63 mmoles) of γ-morpholinobutyric acid hydrochloride and 0.76 g. (3.70 mmoles) of dicyclohexylcarbodiimide are combined in 75 ml. of methylene chloride and stirred at room temperature for 24 hours. The insoluble by-product of dicyclohexylurea is removed by filtration and the methylene chloride solution is concentrated to 20 ml. Cyclohexane is added until the desired com... Starting materials: BrC=1C=C2C(=NN(C2=CC1)C1OCCCC1)C1=CN=CC(=N1)O[C@@H]1C2(CC2)CCN(C1)C(=O)OC(C)(C)C ((4R)-tert-butyl 4-(6-(5-bromo-1-(tetrahydro-2H-pyran-2-yl)-1H-indazol-3-yl)pyrazin-2-yloxy)-6-azaspiro[2.5]octane-6-carboxylate), [Br-].FC1=C(C(=CC=C1)F)[Zn+] ((2,6-Difluorophenyl)zinc(II) bromide), C1CCOC1 (THF), O.C(=O)([O-])CN(CCN(CC(=O)[O-])CC(=O)[O-])CCO.[Na+].[Na+].[Na+] (sodium 2,2′-(2-((carboxylatomethyl)(2-hydroxyethyl)amino)ethylazanediyl)diacetate hydrate), O (water), EDTA-H. The reagents and catalysts are [Pd](Cl)Cl.C(C)(C)(C)P(C1=CC=C(C=C1)N(C)C)C(C)(C)C.C(C)(C)(C)P(C1=CC=C(C=C1)N(C)C)C(C)(C)C (bis(4-(di-tert-butylphosphino)-N,N-dimethyl-benzenamine) palladium dichloride). The solvent is C(Cl)Cl (DCM). Reaction conditions: temperature 70 celsius, time 10 minute. Product: FC1=C(C(=CC=C1)F)C=1C=C2C(=NN(C2=CC1)C1OCCCC1)C1=CN=CC(=N1)O[C@@H]1C2(CC2)CCN(C1)C(=O)OC(C)(C)C ((4R)-tert-butyl 4-(6-(5-(2,6-difluorophenyl)-1-(tetrahydro-2H-pyran-2-yl)-1H-indazol-3-yl)pyrazin-2-yloxy)-6-azaspiro[2.5]octane-6-carboxylate). Reaction SMILES: Br[C:2]1[CH:3]=[C:4]2[C:8](=[CH:9][CH:10]=1)[N:7]([CH:11]1[CH2:16][CH2:15][CH2:14][CH2:13][O:12]1)[N:6]=[C:5]2[C:17]1[N:22]=[C:21]([O:23][C@H:24]2[CH2:31][N:30]([C:32]([O:34][C:35]([CH3:38])([CH3:37])[CH3:36])=[O:33])[CH2:29][CH2:28][C:25]32[CH2:27][CH2:26]3)[CH:20]=[N:19][CH:18]=1.[Br-].[F:40][C:41]1[CH:46]=[CH:45][CH:44]=[C:43]([F:47])[C:42]=1[Zn+].C1COCC1.O.C(CN(CCO)CCN(CC([O-])=O)CC([O-])=O)([O-])=O.[Na+].[Na+].[Na+].O>C(Cl)Cl.[Pd](Cl)Cl.C(P(C(C)(C)C)C1C=CC(N(C)C)=CC=1)(C)(C)C.C(P(C(C)(C)C)C1C=CC(N(C)C)=CC=1)(C)(C)C>[F:40][C:41]1[CH:46]=[CH:45][CH:44]=[C:43]([F:47])[C:42]=1[C:2]1[CH:3]=[C:4]2[C:8](=[CH:9][CH:10]=1)[N:7]([CH:11]1[CH2:16][CH2:15][CH2:14][CH2:13][O:12]1)[N:6]=[C:5]2[C:17]1[N:22]=[C:21]([O:23][C@H:24]2[CH2:31][N:30]([C:32]([O:34][C:35]([CH3:37])([CH3:36])[CH3:38])=[O:33])[CH2:29][CH2:28][C:25]32[CH2:27][CH2:26]3)[CH:20]=[N:19][CH:18]=1 |f:1.2,4.5.6.7.8,11.12.13|. Procedure details: A 75 mL threaded pressure vessel was flushed with argon and was charged with a stir bar, bis(4-(di-tert-butylphosphino)-N,N-dimethyl-benzenamine) palladium dichloride (0.061 g, 0.086 mmol) and (4R)-tert-butyl 4-(6-(5-bromo-1-(tetrahydro-2H-pyran-2-yl)-1H-indazol-3-yl)pyrazin-2-yloxy)-6-azaspiro[2.5]octane-6-carboxylate (1.00 g, 1.711 mmol). (2,6-Difluorophenyl)zinc(II) bromide 0.5 M in THF (Rieke metals) (5.13 mL, 2.57 mmol) was added, the reaction was sealed, and the slurry was heated to 70° C....